From a dataset of the Open Reaction Database (ORD), a public repository of structured organic reaction records. describe an organic reaction: reactants, conditions, products, and yield Reactants: ClC1=C2N=CN(C2=NC=N1)C=C (6-chloro-9-vinylpurine), CP(=O)(C1=CC=C(N)C=C1)C (4-dimethylphosphinylaniline), Cl.N1=CC=CC=C1 (pyridine hydrochloride). Run in C(C)OCCO (2-ethoxyethanol). Reaction conditions: temperature 160 celsius. Yields the product CP(=O)(C)C1=CC=C(C=C1)NC1=C2N=CN(C2=NC=N1)C=C (N-(4-(Dimethylphosphoryl)phenyl)-9-vinyl-9H-purin-6-amine). RXN SMILES: Cl[C:2]1[N:10]=[CH:9][N:8]=[C:7]2[C:3]=1[N:4]=[CH:5][N:6]2[CH:11]=[CH2:12].[CH3:13][P:14]([CH3:23])([C:16]1[CH:22]=[CH:21][C:19]([NH2:20])=[CH:18][CH:17]=1)=[O:15].Cl.N1C=CC=CC=1>C(OCCO)C>[CH3:23][P:14]([C:16]1[CH:22]=[CH:21][C:19]([NH:20][C:2]2[N:10]=[CH:9][N:8]=[C:7]3[C:3]=2[N:4]=[CH:5][N:6]3[CH:11]=[CH2:12])=[CH:18][CH:17]=1)([CH3:13])=[O:15] |f:2.3|. Procedure: A mixture of 6-chloro-9-vinylpurine (0.18 g, 1 mmol), 4-dimethylphosphinylaniline (0.17 g, 1 mmol), and pyridine hydrochloride (0.11 g, 1 mmol) was dissolved in 2-ethoxyethanol (2 mL). The resulting solution was heated at 160° C. for 10 minutes under microwave irradiation. The mixture was concentrated to dryness on a rotavap. EtOAc and aq. NaHCO3 were added. The aqueous layer was extracted with ethyl acetate and the combined organic layers were dried over sodium sulfate, concentrated on a rotava... The reactants are [I-].[K+] (potassium iodide), ClCC1=C(N)C=CC=C1 (2-chloromethylaniline), Cl (hydrochloric acid), N(=O)[O-].[Na+] (sodium nitrite). The solvent is O (water), O (water), C1CCCCC1 (cyclohexane). Run at temperature -5 celsius, time 30 minute. The product is ClC=1C=C(C=CC1I)C (3-chloro-4-iodotoluene). Yield: 87.0%. Reaction SMILES: Cl[CH2:2][C:3]1[CH:9]=[CH:8][CH:7]=[CH:6][C:4]=1N.[ClH:10].N([O-])=O.[Na+].[I-:15].[K+]>O.C1CCCCC1>[Cl:10][C:6]1[CH:4]=[C:3]([CH3:2])[CH:9]=[CH:8][C:7]=1[I:15] |f:2.3,4.5|. Reported procedure: A stirred mixture of 2-chloromethylaniline (25.00 g, 0.177 mol) and 36% hydrochloric acid is warmed gently to obtain a solution, then cooled to -5° C. and a solution of sodium nitrite (13.45 g, 0.195 mol) in water is added dropwise whilst maintaining the temperature at -5° C. The mixture is stirred at 0° C. for 30 minutes, 100 ml of cyclohexane is added and a solution of potassium iodide (58.77 g, 0.354 mol) in water is added dropwise at a temperature of between 0° and 5° C. The mixture is stirr... Starting materials: C[C@@]12C(C([C@@H](CC1)C2(C)C)=O)=O ((1R,4S)-1,7,7-trimethyl-bicyclo[2.2.1]heptane-2,3-dione), COP(OC)(=O)CC(CC(C)(C)C)=O ((4,4-dimethyl-2-oxo-pentyl)-phosphonic acid dimethyl ester), O.NN (hydrazine monohydrate). The product is CC(CC=1N=NC=2[C@@]3(CC[C@H](C2C1)C3(C)C)C)(C)C ((1R,8S)-5-(2,2-Dimethyl-propyl)-1,11,11-trimethyl-3,4-diaza-tricyclo[6.2.1.02,7]undeca-2(7),3,5-triene). Reaction SMILES: [CH3:1][C@:2]12[C:8]([CH3:10])([CH3:9])[C@H:5]([CH2:6][CH2:7]1)[C:4](=O)[C:3]2=O.COP([CH2:19][C:20](=O)[CH2:21][C:22]([CH3:25])([CH3:24])[CH3:23])(=O)OC.O.[NH2:28][NH2:29]>>[CH3:23][C:22]([CH3:25])([CH3:24])[CH2:21][C:20]1[N:28]=[N:29][C:3]2[C@@:2]3([CH3:1])[C:8]([CH3:10])([CH3:9])[C@@H:5]([C:4]=2[CH:19]=1)[CH2:6][CH2:7]3 |f:2.3|. Procedure: white solid. MS (ESI): 259.1 (MH+). Prepared from (1R,4S)-1,7,7-trimethyl-bicyclo[2.2.1]heptane-2,3-dione, (4,4-dimethyl-2-oxo-pentyl)-phosphonic acid dimethyl ester, hydrazine monohydrate. Minor product, regioisomer of compound of example 22, isolated and purified by silica gel chromatography. Reactants: COC(=O)c1ccc(NC(=O)Nc2ccc3c(c2)C(C)(C)CCC3N(C)C2CC2)cc1, CO, Cl, [Na+], C1CCOC1, [OH-]. Yields the product CN(C1CC1)C1CCC(C)(C)c2cc(NC(=O)Nc3ccc(C(=O)O)cc3)ccc21. RXN SMILES: [CH3:1][O:2][C:3]([c:4]1[cH:5][cH:6][c:7]([NH:10][C:11](=[O:12])[NH:13][c:14]2[cH:15][c:16]3[c:21]([cH:22][cH:23]2)[CH:20]([N:24]([CH3:25])[CH:26]2[CH2:27][CH2:28]2)[CH2:19][CH2:18][C:17]3([CH3:29])[CH3:30])[cH:8][cH:9]1)=[O:31].[CH3:35][OH:36].[ClH:34].[Na+:33].[O:37]1[CH2:38][CH2:39][CH2:40][CH2:41]1.[OH-:32]>>[O:2]=[C:3]([c:4]1[cH:5][cH:6][c:7]([NH:10][C:11](=[O:12])[NH:13][c:14]2[cH:15][c:16]3[c:21]([cH:22][cH:23]2)[CH:20]([N:24]([CH3:25])[CH:26]2[CH2:27][CH2:28]2)[CH2:19][CH2:18][C:17]3([CH3:29])[CH3:30])[cH:8][cH:9]1)[OH:31].